This data is from the Open Reaction Database (ORD), a public repository of structured organic reaction records. The task is: describe an organic reaction: reactants, conditions, products, and yield Starting materials: CN1CCN(c2cc(-c3ccc4c(c3)CNCC4)nc(N)n2)CC1, O=C(Cl)Cl, NC1c2ccccc2CC1O. Yields the product CN1CCN(c2cc(-c3ccc4c(c3)CN(C(=O)NC3c5ccccc5CC3O)CC4)nc(N)n2)CC1. As a reaction SMILES: [CH3:5][N:6]1[CH2:7][CH2:8][N:9]([c:12]2[n:13][c:14]([NH2:28])[n:15][c:16](-[c:18]3[cH:19][cH:20][c:21]4[c:26]([cH:27]3)[CH2:25][NH:24][CH2:23][CH2:22]4)[cH:17]2)[CH2:10][CH2:11]1.[Cl:1][C:2]([Cl:3])=[O:4].[NH2:29][CH:30]1[CH:31]([OH:39])[CH2:32][c:33]2[cH:34][cH:35][cH:36][cH:37][c:38]21>>[C:2](=[O:4])([N:24]1[CH2:23][CH2:22][c:21]2[cH:20][cH:19][c:18](-[c:16]3[n:15][c:14]([NH2:28])[n:13][c:12]([N:9]4[CH2:8][CH2:7][N:6]([CH3:5])[CH2:11][CH2:10]4)[cH:17]3)[cH:27][c:26]2[CH2:25]1)[NH:29][CH:30]1[CH:31]([OH:39])[CH2:32][c:33]2[cH:34][cH:35][cH:36][cH:37][c:38]21. The reactants are ClC1=NC=CC(=N1)C1=C(N=C2N1C=CC=C2)C=2C=CC(=C(C(=O)NC1=C(C=CC=C1F)F)C2)OC(C)C (5-[3-(2-chloro-4-pyrimidinyl)imidazo[1,2-a]pyridin-2-yl]-N-(2,6-difluorophenyl)-2-[(1-methylethyl)oxy]benzamide), CC=1C(=CC(=C(C1)N)OCC)N1CCN(CC1)CCS(=O)(=O)C ((5-methyl-2-(ethyloxy)-4-{4-[2-(methylsulfonyl)ethyl]-1-piperazinyl}phenyl)amine), C1(=CC=C(C=C1)S(=O)(=O)O)C (p-toluene sulfonic acid). Run in C(C(F)(F)F)O (trifluoroethanol). Run at temperature 80 celsius. The product is FC1=C(C(=CC=C1)F)NC(C1=C(C=CC(=C1)C=1N=C2N(C=CC=C2)C1C1=NC(=NC=C1)NC1=C(C=C(C(=C1)C)N1CCN(CC1)CCS(=O)(=O)C)OCC)OC(C)C)=O (N-(2,6-difluorophenyl)-5-(3-{2-[(2-(ethyloxy)-5-methyl-4-{4-[2-(methylsulfonyl)ethyl]-1-piperazinyl}phenyl)amino]-4-pyrimidinyl}imidazo[1,2-a]pyridin-2-yl)-2-[(1-methylethyl)oxy]benzamide). Isolated yield 34.5%. Reaction SMILES: Cl[C:2]1[N:7]=[C:6]([C:8]2[N:12]3[CH:13]=[CH:14][CH:15]=[CH:16][C:11]3=[N:10][C:9]=2[C:17]2[CH:18]=[CH:19][C:20]([O:34][CH:35]([CH3:37])[CH3:36])=[C:21]([CH:33]=2)[C:22]([NH:24][C:25]2[C:30]([F:31])=[CH:29][CH:28]=[CH:27][C:26]=2[F:32])=[O:23])[CH:5]=[CH:4][N:3]=1.[CH3:38][C:39]1[C:40]([N:49]2[CH2:54][CH2:53][N:52]([CH2:55][CH2:56][S:57]([CH3:60])(=[O:59])=[O:58])[CH2:51][CH2:50]2)=[CH:41][C:42]([O:46][CH2:47][CH3:48])=[C:43]([NH2:45])[CH:44]=1.C1(C)C=CC(S(O)(=O)=O)=CC=1>C(O)C(F)(F)F>[F:32][C:26]1[CH:27]=[CH:28][CH:29]=[C:30]([F:31])[C:25]=1[NH:24][C:22](=[O:23])[C:21]1[CH:33]=[C:17]([C:9]2[N:10]=[C:11]3[CH:16]=[CH:15][CH:14]=[CH:13][N:12]3[C:8]=2[C:6]2[CH:5]=[CH:4][N:3]=[C:2]([NH:45][C:43]3[CH:44]=[C:39]([CH3:38])[C:40]([N:49]4[CH2:54][CH2:53][N:52]([CH2:55][CH2:56][S:57]([CH3:60])(=[O:59])=[O:58])[CH2:51][CH2:50]4)=[CH:41][C:42]=3[O:46][CH2:47][CH3:48])[N:7]=2)[CH:18]=[CH:19][C:20]=1[O:34][CH:35]([CH3:37])[CH3:36]. Reported procedure: To 5-[3-(2-chloro-4-pyrimidinyl)imidazo[1,2-a]pyridin-2-yl]-N-(2,6-difluorophenyl)-2-[(1-methylethyl)oxy]benzamide (Intermediate Example 7) (200 mg, 0.385 mmol) and (5-methyl-2-(ethyloxy)-4-{4-[2-(methylsulfonyl)ethyl]-1-piperazinyl}phenyl)amine (Example 248, Step B) (200 mg, 0.586 mmol) in trifluoroethanol (10 mL) was added p-toluene sulfonic acid (200 mg, 1.05 mmol), and the vial was sealed and heated to 80° C. overnight. The reaction was then cooled to rt and silica was added. The solvent was...